From a dataset of the Open Reaction Database (ORD), a public repository of structured organic reaction records. describe an organic reaction: reactants, conditions, products, and yield Starting materials: C(C)(=O)[O-].[Sb+3].C(C)(=O)[O-].C(C)(=O)[O-] (antimony (III) acetate), solution, [OH-].[NH4+] (ammonium hydroxide), [Sb] (antimony). Run in O (water), O (water), C(C(=O)O)(=O)O (oxalic acid), C(C(=O)O)(=O)O (oxalic acid), O (water). Run at temperature 60 celsius, time 30 minute. Yields the product C(C(=O)[O-])(=O)[O-].[Sb+3].C(C(=O)[O-])(=O)[O-].C(C(=O)[O-])(=O)[O-].[Sb+3] (Antimony oxalate). Reaction SMILES: [C:1]([O-:4])(=[O:3])[CH3:2].[Sb+3:5].[C:6]([O-:9])(=[O:8])[CH3:7].[C:10]([O-:13])(=[O:12])[CH3:11].[OH-:14].[NH4+].[Sb]>O.C(O)(=O)C(O)=O>[C:1]([O-:4])(=[O:3])[C:2]([O-:8])=[O:14].[Sb+3:5].[C:6]([O-:9])(=[O:8])[C:7]([O-:12])=[O:14].[C:10]([O-:13])(=[O:12])[C:11]([O-:3])=[O:14].[Sb+3:5] |f:0.1.2.3,4.5,9.10.11.12.13|. Procedure details: Antimony oxalate solution was prepared by mixing antimony (III) acetate as obtained from Aldrich with a 1 M solution of oxalic acid in deionized water and heating the mixture to 60° C. A concentrated solution of ammonium hydroxide in deionized water was added dropwise to the antimony containing mixture until the solution became homogeneous. At this point, the solution was diluted as-required with oxalic acid solution or deionized water to desired metal concentration. The prepared antimony oxalat... Run at time 2 hour. The solvent is CN(C=O)C (dimethylformamide). The product is COCCN1C=C(C(C2=CC=C(N=C12)C)=O)C(=O)NC1=NN=NN1 (1,4-Dihydro-1-(2-methoxyethyl)-7-methyl-4-oxo-N(1H-tetrazol-5-yl)-1,8-naphthyridine-3-carboxamide). RXN SMILES: [CH3:1][O:2][CH2:3][CH2:4][N:5]1[C:14]2[C:9](=[CH:10][CH:11]=[C:12]([CH3:15])[N:13]=2)[C:8](=[O:16])[C:7]([C:17]([OH:19])=O)=[CH:6]1.[NH2:20][C:21]1[NH:25][N:24]=[N:23][N:22]=1>CN(C)C=O>[CH3:1][O:2][CH2:3][CH2:4][N:5]1[C:14]2[C:9](=[CH:10][CH:11]=[C:12]([CH3:15])[N:13]=2)[C:8](=[O:16])[C:7]([C:17]([NH:20][C:21]2[NH:25][N:24]=[N:23][N:22]=2)=[O:19])=[CH:6]1. The reactants are COCCN1C=C(C(C2=CC=C(N=C12)C)=O)C(=O)O (1,4-Dihydro-1-(2-methoxyethyl)-7-methyl-4-oxo-1,8-naphthyridine-3-carboxylic acid), N,N'-carbonyldiimidazole, NC1=NN=NN1 (5-Amino-1H-tetrazol). Reported procedure: 1,4-Dihydro-1-(2-methoxyethyl)-7-methyl-4-oxo-1,8-naphthyridine-3-carboxylic acid (0.5 g) and N,N'-carbonyldiimidazole (0.31 g) in dimethylformamide (50 ml) were warmed at 60° for 1 hour. 5-Amino-1H-tetrazol (0.16 g) was added and the solution was stirred at 60° for 2 hours and cooled. The solid was collected and crystallised from dimethylformamide and had m.p. 245°-246° (d). Reactants: CCOC(=O)C(Cc1ccc(Br)cc1)NC(=O)c1c(Cl)cccc1Cl, COc1cc(CO[Si](c2ccccc2)(c2ccccc2)C(C)(C)C)cc(OC)c1B(O)O, COCCOC, [K+], [K+], O=C([O-])[O-], O. Yields the product CCOC(=O)C(Cc1ccc(-c2c(OC)cc(CO[Si](c3ccccc3)(c3ccccc3)C(C)(C)C)cc2OC)cc1)NC(=O)c1c(Cl)cccc1Cl. RXN SMILES: [CH2:33]([CH3:34])[O:35][C:36]([CH:37]([NH:38][C:39]([c:40]1[c:41]([Cl:47])[cH:42][cH:43][cH:44][c:45]1[Cl:46])=[O:48])[CH2:49][c:50]1[cH:51][cH:52][c:53]([Br:56])[cH:54][cH:55]1)=[O:57].[CH3:1][O:2][c:3]1[c:4]([B:30]([OH:31])[OH:32])[c:5]([O:28][CH3:29])[cH:6][c:7]([CH2:9][O:10][Si:11]([c:12]2[cH:13][cH:14][cH:15][cH:16][cH:17]2)([c:18]2[cH:19][cH:20][cH:21][cH:22][cH:23]2)[C:24]([CH3:25])([CH3:26])[CH3:27])[cH:8]1.[CH3:64][O:65][CH2:66][CH2:67][O:68][CH3:69].[K+:58].[K+:59].[O-:60][C:61]([O-:62])=[O:63].[OH2:70]>>[CH3:1][O:2][c:3]1[c:4](-[c:53]2[cH:52][cH:51][c:50]([CH2:49][CH:37]([C:36]([O:35][CH2:33][CH3:34])=[O:57])[NH:38][C:39]([c:40]3[c:41]([Cl:47])[cH:42][cH:43][cH:44][c:45]3[Cl:46])=[O:48])[cH:55][cH:54]2)[c:5]([O:28][CH3:29])[cH:6][c:7]([CH2:9][O:10][Si:11]([c:12]2[cH:13][cH:14][cH:15][cH:16][cH:17]2)([c:18]2[cH:19][cH:20][cH:21][cH:22][cH:23]2)[C:24]([CH3:25])([CH3:26])[CH3:27])[cH:8]1. The reactants are COC(=O)Cc1ccc(OCc2ccccc2)c(Cl)c1, CO, [Na+], [OH-], O. Product: O=C(O)Cc1ccc(OCc2ccccc2)c(Cl)c1. RXN SMILES: [CH2:1]([c:2]1[cH:3][cH:4][cH:5][cH:6][cH:7]1)[O:8][c:9]1[c:10]([Cl:20])[cH:11][c:12]([CH2:15][C:16](=[O:17])[O:18][CH3:19])[cH:13][cH:14]1.[CH3:23][OH:24].[Na+:22].[OH-:21].[OH2:25]>>[CH2:1]([c:2]1[cH:3][cH:4][cH:5][cH:6][cH:7]1)[O:8][c:9]1[c:10]([Cl:20])[cH:11][c:12]([CH2:15][C:16](=[O:17])[OH:18])[cH:13][cH:14]1. Reactants: CC[SiH](CC)CC, CC(C)c1ccc(OC(C(=O)N2C(=O)OCC2Cc2ccccc2)C(O)c2ccc(O)cc2)cc1, O=C(O)C(F)(F)F. Product: CC(C)c1ccc(OC(Cc2ccc(O)cc2)C(=O)N2C(=O)OCC2Cc2ccccc2)cc1. As a reaction SMILES: [CH2:1]([SiH:2]([CH2:3][CH3:4])[CH2:5][CH3:6])[CH3:7].[CH2:8]([c:9]1[cH:10][cH:11][cH:12][cH:13][cH:14]1)[CH:15]1[N:16]([C:21]([CH:22]([CH:23]([c:24]2[cH:25][cH:26][c:27]([OH:30])[cH:28][cH:29]2)[OH:31])[O:32][c:33]2[cH:34][cH:35][c:36]([CH:39]([CH3:40])[CH3:41])[cH:37][cH:38]2)=[O:42])[C:17](=[O:20])[O:18][CH2:19]1.[OH:43][C:44]([C:45]([F:46])([F:47])[F:48])=[O:49]>>[CH2:8]([c:9]1[cH:10][cH:11][cH:12][cH:13][cH:14]1)[CH:15]1[N:16]([C:21]([CH:22]([CH2:23][c:24]2[cH:25][cH:26][c:27]([OH:30])[cH:28][cH:29]2)[O:32][c:33]2[cH:34][cH:35][c:36]([CH:39]([CH3:40])[CH3:41])[cH:37][cH:38]2)=[O:42])[C:17](=[O:20])[O:18][CH2:19]1. The solvent is S(O)(O)(=O)=O (sulfuric acid). Yields the product COC1=CC=C(C=2C(C3=C(C=CC=C3C(C12)=O)OC)=O)OC (1,4,5-Trimethoxyanthraquinone). Reported procedure: 2-(2',5'-Dimethoxybenzoyl)-6-methoxybenzoic acid (I) (3 g, 0.01 mole) was added in portions to stirred concentrated sulfuric acid (20 ml). After addition the mixture was heated on steam bath with constant stirring for 20 minutes, cooled to room temperature and poured onto crushed ice (400 g) and extracted with chloroform (3 × 100 ml). The organic extract was washed with 2% aqueous sodium hydroxide solution (10 × 100 ml) and water (100 ml), then dried over anhydrous sodium sulfate and the solvent... Reaction conditions: time 20 minute. Reaction SMILES: [CH3:1][O:2][C:3]1[CH:21]=[CH:20][C:19]([O:22][CH3:23])=[CH:18][C:4]=1[C:5]([C:7]1[CH:15]=[CH:14][CH:13]=[C:12]([O:16][CH3:17])[C:8]=1[C:9](O)=[O:10])=[O:6]>S(=O)(=O)(O)O>[CH3:1][O:2][C:3]1[C:4]2[C:5](=[O:6])[C:7]3[C:8](=[C:12]([O:16][CH3:17])[CH:13]=[CH:14][CH:15]=3)[C:9](=[O:10])[C:18]=2[C:19]([O:22][CH3:23])=[CH:20][CH:21]=1. Reactants: COC1=C(C(=O)C2=C(C(=O)O)C(=CC=C2)OC)C=C(C=C1)OC (2-(2',5'-Dimethoxybenzoyl)-6-methoxybenzoic acid), ice. Starting materials: O (H2O), OCC1=CC(=CC(=C1O)CO)C (2,6-Bis(hydroxylmethyl)-p-cresol), ClC1=C(C=C(O)C=C1)O (4-chlororesorcinol), O.C1(=CC=C(C=C1)S(=O)(=O)O)C (p-toluenesulfonic acid monohydrate). The solvent is C(C)OCCO (2-ethoxyethanol), C(C)OCCO (2-ethoxyethanol). Run at time 8 hour. Yields the product OCC1=CC(=CC(=C1O)CO)C.ClC1=C(C=C(O)C=C1)O (2,6-Bis(Hydroxymethyl)-p-Cresol 4-Chlororesorcinol). Reaction SMILES: [OH:1][CH2:2][C:3]1[C:8]([OH:9])=[C:7]([CH2:10][OH:11])[CH:6]=[C:5]([CH3:12])[CH:4]=1.[Cl:13][C:14]1[CH:20]=[CH:19][C:17]([OH:18])=[CH:16][C:15]=1[OH:21].O.C1(C)C=CC(S(O)(=O)=O)=CC=1.O>C(OCCO)C>[OH:11][CH2:10][C:7]1[C:8]([OH:9])=[C:3]([CH2:2][OH:1])[CH:4]=[C:5]([CH3:12])[CH:6]=1.[Cl:13][C:14]1[CH:20]=[CH:19][C:17]([OH:18])=[CH:16][C:15]=1[OH:21] |f:2.3,6.7|. Procedure: 2,6-Bis(hydroxylmethyl)-p-cresol (30 g, 0.178 moles , 4-chlororesorcinol (27.07 g, 0.187 moles) and p-toluenesulfonic acid monohydrate (0.8 g, 0.0042 moles) were heated at 87°-90° C. for four hours in 60 mL of stirred 2-ethoxyethanol. The reaction mixture was diluted with 250 mL 2-ethoxyethanol and added dropwise to 2.4 L of stirred H2O. The solid was collected by filtration, reslurried in 400 mL H2O, and stirred overnight. The polymer was again collected, reslurried, and filtered. The reslurryi... Starting materials: CN(C(C1=C(C=CC(=C1)OCC(C)C)N)=O)OC (N-Methyl-N-methyloxy-2-amino-5-isobutyloxybenzamide), C(C)(C)(C)OC(=O)NCC1=CC(=CC=C1)Br (N-tert-butoxycarbonyl 3-bromobenzylamine), O (water), hexanoic solution, C(CCC)[Li] (n-butyl lithium). Solvent: O1CCCC1 (tetrahydrofuran), C(C)(=O)OCC (ethyl acetate). Run at temperature -78 celsius. The product is NC1=C(C(=O)C2=CC(=CC=C2)CNC(=O)OC(C)(C)C)C=C(C=C1)OCC(C)C (2-amino-3′-tert-butoxycarbonylaminomethyl-5-isobutyloxy-benzophenone), product. Reaction SMILES: CN(OC)[C:3](=[O:16])[C:4]1[CH:9]=[C:8]([O:10][CH2:11][CH:12]([CH3:14])[CH3:13])[CH:7]=[CH:6][C:5]=1[NH2:15].[C:19]([O:23][C:24]([NH:26][CH2:27][C:28]1[CH:33]=[CH:32][CH:31]=[C:30](Br)[CH:29]=1)=[O:25])([CH3:22])([CH3:21])[CH3:20].C([Li])CCC.O>O1CCCC1.C(OCC)(=O)C>[NH2:15][C:5]1[CH:6]=[CH:7][C:8]([O:10][CH2:11][CH:12]([CH3:13])[CH3:14])=[CH:9][C:4]=1[C:3]([C:32]1[CH:31]=[CH:30][CH:29]=[C:28]([CH2:27][NH:26][C:24]([O:23][C:19]([CH3:22])([CH3:21])[CH3:20])=[O:25])[CH:33]=1)=[O:16]. Procedure details: N-Methyl-N-methyloxy-2-amino-5-isobutyloxybenzamide (0.6 g) and N-tert-butoxycarbonyl 3-bromobenzylamine (0.76 g) were dissolved in tetrahydrofuran (18 ml). The solution was cooled to −78° C., to which was added dropwise, while stirring, 9 ml of a hexanoic solution of n-butyl lithium (1.6 mol./L) over 20 minutes. To the reaction mixture were added water (50 ml) and ethyl acetate (50 ml). The organic layer was washed with water and dried over anhydrous sodium sulfate. The solvent was distilled of... Starting materials: resin, C([C@@H]1[C@H]([C@@H]([C@H]([C@@H](O1)O[C@@H]2[C@H](O[C@H]([C@@H]([C@H]2O)O)O)CO)O)O)O)O (cellobiose), C(CCCCC(=O)OC)(=O)OC (dimethyl adipate), CN(C)C1=NC=CC=C1 (dimethylaminopyridine), C(CCCCC(=O)Cl)(=O)Cl (adipic acid chloride). Run in O1CCOCC1 (dioxane). Run at temperature 50 celsius, time 20 hour. The product is C(CCCCC(=O)O)(=O)O (adipic acid). As a reaction SMILES: C(O)[C@H]1O[C@@H](O[C@H]2[C@H](O)[C@@H](O)[C@H](O)O[C@@H]2CO)[C@H](O)[C@@H](O)[C@@H]1O.[C:24]([O:34]C)(=[O:33])[CH2:25][CH2:26][CH2:27][CH2:28][C:29]([O:31]C)=[O:30].CN(C1C=CC=CN=1)C.C(Cl)(=O)CCCCC(Cl)=O>O1CCOCC1>[C:24]([OH:34])(=[O:33])[CH2:25][CH2:26][CH2:27][CH2:28][C:29]([OH:31])=[O:30]. Procedure details: Five grams of resin (Mw of 50,000) synthesized from cellobiose and dimethyl adipate were poured into dioxane and then 3.7 g of dimethylaminopyridine and 3.0 g of adipic acid chloride were added dropwise thereto in a nitrogen atmosphere, followed by stirring for 20 hours at 50° C. A white powder, obtained from the resulting reaction mixture, was subjected to GPC. As a result, the molecular weight of the white powder was two to eight times larger than that of the resin measured before the reaction...